Dataset: the Open Reaction Database (ORD), a public repository of structured organic reaction records. Task: describe an organic reaction: reactants, conditions, products, and yield Starting materials: C=CC(=O)Cl, CN(C(=O)c1ccc(Cl)cc1)C1CCNCC1c1ccc(Cl)c(Cl)c1, Cl. Product: C=CC(=O)N1CCC(N(C)C(=O)c2ccc(Cl)cc2)C(c2ccc(Cl)c(Cl)c2)C1. As a reaction SMILES: [C:27]([CH:28]=[CH2:29])(=[O:30])[Cl:31].[Cl:2][c:3]1[cH:4][cH:5][c:6]([C:7](=[O:8])[N:9]([CH3:10])[CH:11]2[CH:12]([c:17]3[cH:18][c:19]([Cl:24])[c:20]([Cl:23])[cH:21][cH:22]3)[CH2:13][NH:14][CH2:15][CH2:16]2)[cH:25][cH:26]1.[ClH:1]>>[Cl:2][c:3]1[cH:4][cH:5][c:6]([C:7](=[O:8])[N:9]([CH3:10])[CH:11]2[CH:12]([c:17]3[cH:18][c:19]([Cl:24])[c:20]([Cl:23])[cH:21][cH:22]3)[CH2:13][N:14]([C:27]([CH:28]=[CH2:29])=[O:30])[CH2:15][CH2:16]2)[cH:25][cH:26]1. Starting materials: O=S1(CCN(CC1)C1=CC=C(C=C1)[C@@H](CC(=O)C1=CC(=NC=C1)C)C1=C(C=CC=C1)C)=O ((R)-3-[4-(1,1-dioxo-1lambda6-thiomorpholin-4-yl)-phenyl]-1-(2-methyl-pyridin-4-yl)-3-o-tolyl-propan-1-one), Cl.NO (hydroxylamine hydrochloride), C(=O)(O)[O-].[Na+] (NaHCO3). Product: O=S1(CCN(CC1)C1=CC=C(C=C1)[C@@H](C\C(=N/O)\C1=CC(=NC=C1)C)C1=C(C=CC=C1)C)=O ((E,R)-3-[4-(1,1-Dioxo-1λ6-thiomorpholin-4-yl)-phenyl]-1-(2-methyl-pyridin-4-yl)-3-o-tolyl-propan-1-one oxime). Reaction SMILES: [O:1]=[S:2]1(=[O:32])[CH2:7][CH2:6][N:5]([C:8]2[CH:13]=[CH:12][C:11]([C@H:14]([C:25]3[CH:30]=[CH:29][CH:28]=[CH:27][C:26]=3[CH3:31])[CH2:15][C:16]([C:18]3[CH:23]=[CH:22][N:21]=[C:20]([CH3:24])[CH:19]=3)=O)=[CH:10][CH:9]=2)[CH2:4][CH2:3]1.Cl.[NH2:34][OH:35].C([O-])(O)=O.[Na+]>>[O:1]=[S:2]1(=[O:32])[CH2:7][CH2:6][N:5]([C:8]2[CH:13]=[CH:12][C:11]([C@H:14]([C:25]3[CH:30]=[CH:29][CH:28]=[CH:27][C:26]=3[CH3:31])[CH2:15]/[C:16](/[C:18]3[CH:23]=[CH:22][N:21]=[C:20]([CH3:24])[CH:19]=3)=[N:34]\[OH:35])=[CH:10][CH:9]=2)[CH2:4][CH2:3]1 |f:1.2,3.4|. Procedure details: In analogy to example 132, step 6, from (R)-3-[4-(1,1-dioxo-1lambda6-thiomorpholin-4-yl)-phenyl]-1-(2-methyl-pyridin-4-yl)-3-o-tolyl-propan-1-one and hydroxylamine hydrochloride in the presence of NaHCO3 was prepared the title compound as a light yellow foam, MS (ESI+): m/z=464.2 ([M+H]+). Starting materials: COC(=O)C=1N(N=C(C1)N)CC (5-amino-2-ethyl-2H-pyrazole-3-carboxylic acid methyl ester), FC1=CC=C(C=O)C=C1 (4-fluorobenzaldehyde), C(C)[SiH](CC)CC (triethylsilane), FC(C(=O)O)(F)F (trifluoroacetic acid). Run in C(C)#N (acetonitrile). Reaction conditions: temperature 80 celsius, time 4 hour. Yields the product COC(=O)C=1N(N=C(C1)NCC1=CC=C(C=C1)F)CC (2-ethyl-5-(4-fluoro-benzylamino)-2H-pyrazole-3-carboxylic acid methyl ester). As a reaction SMILES: [CH3:1][O:2][C:3]([C:5]1[N:6]([CH2:11][CH3:12])[N:7]=[C:8]([NH2:10])[CH:9]=1)=[O:4].[F:13][C:14]1[CH:21]=[CH:20][C:17]([CH:18]=O)=[CH:16][CH:15]=1.C([SiH](CC)CC)C.FC(F)(F)C(O)=O>C(#N)C>[CH3:1][O:2][C:3]([C:5]1[N:6]([CH2:11][CH3:12])[N:7]=[C:8]([NH:10][CH2:18][C:17]2[CH:20]=[CH:21][C:14]([F:13])=[CH:15][CH:16]=2)[CH:9]=1)=[O:4]. Procedure: To 5-amino-2-ethyl-2H-pyrazole-3-carboxylic acid methyl ester (527, 1.00 g, 5.91 mmol) in acetonitrile (27.5 mL) were added 4-fluorobenzaldehyde (528, 0.660 mL, 6.26 mmol), triethylsilane (4.77 mL, 0.0298 mol) and trifluoroacetic acid (2.38 mL, 0.0310 mol). The reaction was stirred at 80° C. for 4 hours, then concentrated, poured into aqueous potassium carbonate, and extracted with ethyl acetate. The organic layer was dried over anhydrous sodium sulfate and filtered. The filtrate was concentrate... Starting materials: BrC1=CC=C(C=C1)N1N=C(N=C1)OC(C)C(=O)O (1-(4-bromophenyl)-3-(1-carboxyethoxy)-1,2,4-1H-triazole), C(=O)(N1C=NC=C1)N1C=NC=C1 (carbonyldiimidazole), CN (methylamine). The product is BrC1=CC=C(C=C1)N1N=C(N=C1)OC(C)C(=O)NC (1-(4-bromophenyl)-3-(1-methylaminocarbonylethoxy)-1,2,4-1H-triazole). The yield is 80.0%. As a reaction SMILES: [Br:1][C:2]1[CH:7]=[CH:6][C:5]([N:8]2[CH:12]=[N:11][C:10]([O:13][CH:14]([C:16]([OH:18])=O)[CH3:15])=[N:9]2)=[CH:4][CH:3]=1.[C:19](N1C=CN=C1)([N:21]1C=CN=C1)=O.CN>>[Br:1][C:2]1[CH:3]=[CH:4][C:5]([N:8]2[CH:12]=[N:11][C:10]([O:13][CH:14]([C:16]([NH:21][CH3:19])=[O:18])[CH3:15])=[N:9]2)=[CH:6][CH:7]=1. Procedure: The process was carried out as was Example 45, starting with 3 g of the compound of Example 37, 2.3 g of carbonyldiimidazole and 2 ml of 40% aqueous methylamine. The product was recrystallized from ethanol to obtain 2.5 g of the desired product, m.p. 176°-178°. Starting materials: CI, CC(=O)O, CCO, [Na+], [OH-], O, O=c1[nH]c(=S)[nH]cc1Cc1cccnc1. The product is CSc1ncc(Cc2cccnc2)c(=O)[nH]1. Reaction SMILES: [CH3:16][I:17].[CH3:20][C:21](=[O:22])[OH:23].[CH3:25][CH2:26][OH:27].[Na+:19].[OH-:18].[OH2:24].[n:1]1[cH:2][c:3]([CH2:7][c:8]2[c:9](=[O:15])[nH:10][c:11](=[S:14])[nH:12][cH:13]2)[cH:4][cH:5][cH:6]1>>[n:1]1[cH:2][c:3]([CH2:7][c:8]2[c:9](=[O:15])[nH:10][c:11]([S:14][CH3:20])[n:12][cH:13]2)[cH:4][cH:5][cH:6]1. Starting materials: N#CCCBr, O=C(Nc1ccc2c(c1)CCNC2)c1ccccc1-c1ccc(C(F)(F)F)cc1, ClCCl, CCOC(C)=O, CN(C)c1ccncc1, CCCCCC, CN(C)C=O. The product is N#CCCN1CCc2cc(NC(=O)c3ccccc3-c3ccc(C(F)(F)F)cc3)ccc2C1. RXN SMILES: [Br:30][CH2:31][CH2:32][C:33]#[N:34].[CH2:1]1[NH:2][CH2:3][CH2:4][c:5]2[cH:6][c:7]([NH:11][C:12](=[O:13])[c:14]3[c:15](-[c:20]4[cH:21][cH:22][c:23]([C:26]([F:27])([F:28])[F:29])[cH:24][cH:25]4)[cH:16][cH:17][cH:18][cH:19]3)[cH:8][cH:9][c:10]21.[CH2:55]([Cl:56])[Cl:57].[CH3:35][CH2:36][O:37][C:38](=[O:39])[CH3:40].[CH3:41][N:42]([CH3:43])[c:44]1[cH:45][cH:46][n:47][cH:48][cH:49]1.[CH3:58][CH2:59][CH2:60][CH2:61][CH2:62][CH3:63].[O:50]=[CH:51][N:52]([CH3:53])[CH3:54]>>[CH2:1]1[N:2]([CH2:31][CH2:32][C:33]#[N:34])[CH2:3][CH2:4][c:5]2[cH:6][c:7]([NH:11][C:12](=[O:13])[c:14]3[c:15](-[c:20]4[cH:21][cH:22][c:23]([C:26]([F:27])([F:28])[F:29])[cH:24][cH:25]4)[cH:16][cH:17][cH:18][cH:19]3)[cH:8][cH:9][c:10]21. Starting materials: CC(=O)O[BH-](OC(C)=O)OC(C)=O, CO, ClCCl, O=C(Cc1nc2c(C(F)(F)F)cccc2[nH]1)NC1CCNC1, [Na+], [Na+], O=C([O-])O, O=C1CCOCC1. The product is O=C(Cc1nc2cccc(C(F)(F)F)c2[nH]1)NC1CCN(C2CCOCC2)C1. As a reaction SMILES: [C:30]([O:31][BH-:32]([O:33][C:34](=[O:35])[CH3:36])[O:37][C:38](=[O:39])[CH3:40])(=[O:41])[CH3:42].[CH3:49][OH:50].[Cl:51][CH2:52][Cl:53].[NH:1]1[CH2:2][CH:3]([NH:6][C:7]([CH2:8][c:9]2[n:10][c:11]3[c:12]([nH:13]2)[cH:14][cH:15][cH:16][c:17]3[C:18]([F:19])([F:20])[F:21])=[O:22])[CH2:4][CH2:5]1.[Na+:43].[Na+:48].[O-:44][C:45]([OH:46])=[O:47].[O:23]1[CH2:24][CH2:25][C:26](=[O:29])[CH2:27][CH2:28]1>>[N:1]1([CH:26]2[CH2:25][CH2:24][O:23][CH2:28][CH2:27]2)[CH2:2][CH:3]([NH:6][C:7]([CH2:8][c:9]2[nH:10][c:11]3[c:12]([n:13]2)[cH:14][cH:15][cH:16][c:17]3[C:18]([F:19])([F:20])[F:21])=[O:22])[CH2:4][CH2:5]1. Starting materials: ClC1=C(C=CC(=C1OC1=CC=CC=C1)[N+](=O)[O-])SC1=C(C=C(C(=C1)Cl)C)Cl (2-chloro-4-nitro-3-phenoxy-1-(2,5-dichloro-4-methylthio-phenoxy)-benzene), C(C1=CC=CC=C1)N (benzylamine). The solvent is O1CCOCC1 (dioxane). Run at temperature 40 celsius, time 6 hour. Yields the product ClC1=C(NCC2=CC=CC=C2)C(=CC=C1SC1=C(C=C(C(=C1)Cl)C)Cl)[N+](=O)[O-] (2-Chloro-3-(2,5-dichloro-4-methylthio-phenoxy)-6-nitro-N-benzyl-aniline). Yield: 88.7%. RXN SMILES: [Cl:1][C:2]1[C:7](OC2C=CC=CC=2)=[C:6]([N+:15]([O-:17])=[O:16])[CH:5]=[CH:4][C:3]=1[S:18][C:19]1[CH:24]=[C:23]([Cl:25])[C:22]([CH3:26])=[CH:21][C:20]=1[Cl:27].[CH2:28]([NH2:35])[C:29]1[CH:34]=[CH:33][CH:32]=[CH:31][CH:30]=1>O1CCOCC1>[Cl:1][C:2]1[C:3]([S:18][C:19]2[CH:24]=[C:23]([Cl:25])[C:22]([CH3:26])=[CH:21][C:20]=2[Cl:27])=[CH:4][CH:5]=[C:6]([N+:15]([O-:17])=[O:16])[C:7]=1[NH:35][CH2:28][C:29]1[CH:34]=[CH:33][CH:32]=[CH:31][CH:30]=1. Procedure details: A mixture of 4.6 gm of 2-chloro-4-nitro-3-phenoxy-1-(2,5-dichloro-4-methylthio-phenoxy)-benzene, 3.0 gm of benzylamine and 10 ml of dioxane was stirred for 6 hours at 40° C. Thereafter, the reaction mixture was allowed to stand overnight and was then evaporated. The residue was taken up in chloroform, and the resulting solution was extracted first with dilute sodium hydroxide and then with water, dried with sodium sulfate and evaporated. The dark brown oil left behind was purified on a silicagel... Reactants: Cl.CN(CCCN=C=NCC)C (1-(3-Dimethylaminopropyl)-3-ethylcarbodiimide hydrochloride), O1CC(CC1)OC=1C=C(C(=O)O)C=CC1 (3-(tetrahydrofuran-3-yloxy)benzoic acid), ON1N=NC2=C1C=CC=C2 (1-hydroxybenzotriazole), NC=1C=C(C=CC1C)NC(C1=CC(=CC=C1)N1CCOCC1)=O (N-(3-amino-4-methylphenyl)-3-morpholinobenzamide). The solvent is CN(C)C=O (DMF), CN(C)C=O (DMF), O (water). Conditions: temperature 0 celsius, time 5 minute. Product: CC1=C(C=C(C=C1)NC(C1=CC(=CC=C1)N1CCOCC1)=O)NC(C1=CC(=CC=C1)OC1COCC1)=O (N-[2-methyl-5-(3-morpholinobenzamido)phenyl]-3-tetrahydrofuran-3-yloxybenzamide). Yield: 63.2%. As a reaction SMILES: Cl.CN(C)CCCN=C=NCC.[O:13]1[CH2:17][CH2:16][CH:15]([O:18][C:19]2[CH:20]=[C:21]([CH:25]=[CH:26][CH:27]=2)[C:22]([OH:24])=O)[CH2:14]1.ON1C2C=CC=CC=2N=N1.[NH2:38][C:39]1[CH:40]=[C:41]([NH:46][C:47](=[O:60])[C:48]2[CH:53]=[CH:52][CH:51]=[C:50]([N:54]3[CH2:59][CH2:58][O:57][CH2:56][CH2:55]3)[CH:49]=2)[CH:42]=[CH:43][C:44]=1[CH3:45]>CN(C=O)C.O>[CH3:45][C:44]1[CH:43]=[CH:42][C:41]([NH:46][C:47](=[O:60])[C:48]2[CH:53]=[CH:52][CH:51]=[C:50]([N:54]3[CH2:55][CH2:56][O:57][CH2:58][CH2:59]3)[CH:49]=2)=[CH:40][C:39]=1[NH:38][C:22](=[O:24])[C:21]1[CH:25]=[CH:26][CH:27]=[C:19]([O:18][CH:15]2[CH2:16][CH2:17][O:13][CH2:14]2)[CH:20]=1 |f:0.1|. Procedure details: 1-(3-Dimethylaminopropyl)-3-ethylcarbodiimide hydrochloride (0.165 g) was added to a stirred mixture of 3-(tetrahydrofuran-3-yloxy)benzoic acid (0.15 g), 1-hydroxybenzotriazole (0.146 g) and DMF (5 ml) which had been cooled to 0° C. The reaction mixture was stirred at 0° C. for 5 minutes and a solution of N-(3-amino-4-methylphenyl)-3-morpholinobenzamide (0.224 g) in DMF (1 ml) was added. The reaction mixture was allowed to come to ambient temperature and was stirred for 16 hours. The reaction mi... The reactants are CC1=NC(=NO1)C=1C=C(OC(C(=O)OC)C2=CC=CC=C2)C=CC1 (methyl [3-(5-methyl[1,2,4]oxadiazol-3-yl)phenoxy]-2-phenylacetate), [OH-].[Na+] (sodium hydroxide). Solvent: CO (methanol). Run at temperature 80 celsius. Product: CC1=NC(=NO1)C=1C=C(OC(C(=O)O)C2=CC=CC=C2)C=CC1 ([3-(5-Methyl[1,2,4]oxadiazol-3-yl)phenoxy]-2-phenylacetic acid). Reaction SMILES: [CH3:1][C:2]1[O:6][N:5]=[C:4]([C:7]2[CH:8]=[C:9]([CH:22]=[CH:23][CH:24]=2)[O:10][CH:11]([C:16]2[CH:21]=[CH:20][CH:19]=[CH:18][CH:17]=2)[C:12]([O:14]C)=[O:13])[N:3]=1.[OH-].[Na+]>CO>[CH3:1][C:2]1[O:6][N:5]=[C:4]([C:7]2[CH:8]=[C:9]([CH:22]=[CH:23][CH:24]=2)[O:10][CH:11]([C:16]2[CH:17]=[CH:18][CH:19]=[CH:20][CH:21]=2)[C:12]([OH:14])=[O:13])[N:3]=1 |f:1.2|. Procedure details: A solution of 1.77 g (5.46 mmol) of methyl [3-(5-methyl[1,2,4]oxadiazol-3-yl)phenoxy]-2-phenylacetate in 15 ml of methanol is treated with 10 ml of 1 N aqueous sodium hydroxide solution and heated at 80° C. for 3 hours. The reaction mixture is concentrated and the residue is treated with 1 N hydrochloric acid. It is extracted with ethyl acetate and the organic phase is evaporated. A colourless solid is obtained; FAB 311